This data is from the Open Reaction Database (ORD), a public repository of structured organic reaction records. The task is: describe an organic reaction: reactants, conditions, products, and yield Reactants: CCOC(=O)C(Cc1ccc(OCC=Cc2cc(Br)cc(Br)c2)cc1)OCC, [Na+], [OH-]. Product: CCOC(Cc1ccc(OCC=Cc2cc(Br)cc(Br)c2)cc1)C(=O)O. Reaction SMILES: [Br:1][c:2]1[cH:3][c:4]([CH:9]=[CH:10][CH2:11][O:12][c:13]2[cH:14][cH:15][c:16]([CH2:19][CH:20]([C:21](=[O:22])[O:23][CH2:24][CH3:25])[O:26][CH2:27][CH3:28])[cH:17][cH:18]2)[cH:5][c:6]([Br:8])[cH:7]1.[Na+:30].[OH-:29]>>[Br:1][c:2]1[cH:3][c:4]([CH:9]=[CH:10][CH2:11][O:12][c:13]2[cH:14][cH:15][c:16]([CH2:19][CH:20]([C:21](=[O:22])[OH:23])[O:26][CH2:27][CH3:28])[cH:17][cH:18]2)[cH:5][c:6]([Br:8])[cH:7]1. Yields the product N1C(=NC=C1)CNC(=O)C=1C=CC2=C(CN(C(C(N2)CC(=O)O)=O)CCC2=CC=CC=C2)C1 ((±)-7-[[[(2-Imidazolyl)methyl]amino]carbonyl]-3-oxo-4-(2-phenylethyl)-2,3,4,5-tetrahydro-1H-1,4-benzodiazepine-2-acetic acid). Procedure details: LiOH (16 mg, 0.38 mmol) was added at RT to a solution of methyl (±)-7-[[[(2-imidazolyl)methyl]amino]carbonyl]-3-oxo-4-(2-phenylethyl)-2,3,4,5-tetrahydro-1H-1,4-benzodiazepine-2-acetate (98 mg, 0.21 mmol) in dioxane (3 mL) and H2O (3 mL). The reaction mixture was heated at 65° C. for 3 h then the organic solvent was removed in vacuo. The aqueous residue was acidified with 1M HCl solution (0.38 mL) to obtain a white solid which was filtered, dissolved in hot methanol, and precipitated with ether. ... The yield is 76.6%. Reaction SMILES: [Li+].[OH-].[NH:3]1[CH:7]=[CH:6][N:5]=[C:4]1[CH2:8][NH:9][C:10]([C:12]1[CH:13]=[CH:14][C:15]2[NH:21][CH:20]([CH2:22][C:23]([O:25]C)=[O:24])[C:19](=[O:27])[N:18]([CH2:28][CH2:29][C:30]3[CH:35]=[CH:34][CH:33]=[CH:32][CH:31]=3)[CH2:17][C:16]=2[CH:36]=1)=[O:11]>O1CCOCC1.O>[NH:3]1[CH:7]=[CH:6][N:5]=[C:4]1[CH2:8][NH:9][C:10]([C:12]1[CH:13]=[CH:14][C:15]2[NH:21][CH:20]([CH2:22][C:23]([OH:25])=[O:24])[C:19](=[O:27])[N:18]([CH2:28][CH2:29][C:30]3[CH:31]=[CH:32][CH:33]=[CH:34][CH:35]=3)[CH2:17][C:16]=2[CH:36]=1)=[O:11] |f:0.1|. Reactants: [Li+].[OH-] (LiOH), N1C(=NC=C1)CNC(=O)C=1C=CC2=C(CN(C(C(N2)CC(=O)OC)=O)CCC2=CC=CC=C2)C1 (methyl (±)-7-[[[(2-imidazolyl)methyl]amino]carbonyl]-3-oxo-4-(2-phenylethyl)-2,3,4,5-tetrahydro-1H-1,4-benzodiazepine-2-acetate). Conditions: temperature 65 celsius. Solvent: O1CCOCC1 (dioxane), O (H2O). Starting materials: CN(C)C=O (DMF), C(C)(C)[Mg]Cl (i-PrMgCl), solution, ClC=1C=C(C#N)C=C(C1)OC1=C(C(=CC=C1Br)Br)F (3-chloro-5-(3,6-dibromo-2-fluoro-phenoxy)-benzonitrile). Solvent: C1(=CC=CC=C1)C (toluene), C1CCOC1 (THF), C1(=CC=CC=C1)C (toluene). Run at time 1.5 hour. Yields the product BrC1=CC=C(C(=C1OC=1C=C(C#N)C=C(C1)Cl)F)C=O (3-(6-bromo-2-fluoro-3-formyl-phenoxy)-5-chloro-benzonitrile). The yield is 98.0%. Reaction SMILES: C([Mg]Cl)(C)C.[Cl:6][C:7]1[CH:8]=[C:9]([CH:12]=[C:13]([O:15][C:16]2[C:21]([Br:22])=[CH:20][CH:19]=[C:18](Br)[C:17]=2[F:24])[CH:14]=1)[C:10]#[N:11].CN([CH:28]=[O:29])C>C1COCC1.C1(C)C=CC=CC=1>[Br:22][C:21]1[C:16]([O:15][C:13]2[CH:12]=[C:9]([CH:8]=[C:7]([Cl:6])[CH:14]=2)[C:10]#[N:11])=[C:17]([F:24])[C:18]([CH:28]=[O:29])=[CH:19][CH:20]=1. Procedure: A solution of i-PrMgCl (17.3 mL of a 2 M solution in THF, 1.75 equiv) was added slowly to a solution of the 103 (8.0 g, 19.7 mmol) in toluene (160 mL) at −78 C. The solution was aged for 1.5 h then transferred by cannula to a flask containing DMF (2.3 mL, 1.5 equiv) in toluene (30 mL). The solution was quenched with aqueous NH4Cl, and diluted with EtOAc. The organic layer was separated, washed with brine, dried, and evaporated. The crude product was purified by SiO2 by chromatography eluting wit... The reactants are OCC12COC(OC1)(OC2)C (4-(hydroxymethyl)-1-methyl-2,6,7-trioxabicyclo[2.2.2]octane), CC(=O)C.OS(=O)(=O)O.O=[Cr](=O)=O (Jones reagent). The solvent is CC(=O)C (acetone). Product: C(=O)(O)C12COC(OC1)(OC2)C (4-carboxy-1-methyl-2,6,7-trioxabicyclo[2.2.2]octane). Reaction SMILES: [OH:1][CH2:2][C:3]12[CH2:10][O:9][C:6]([CH3:11])([O:7][CH2:8]1)[O:5][CH2:4]2.CC(C)=[O:14].OS(O)(=O)=O.O=[Cr](=O)=O>CC(C)=O>[C:2]([C:3]12[CH2:4][O:5][C:6]([CH3:11])([O:7][CH2:8]1)[O:9][CH2:10]2)([OH:14])=[O:1] |f:1.2.3|. Reported procedure: To a solution of 4-(hydroxymethyl)-1-methyl-2,6,7-trioxabicyclo[2.2.2]octane (10.0 g, 0.062 mol) in 200 mL of acetone is added Jones reagent (chromium trioxide and sulfuric acid) until an orange color persisted. The excess oxidant is removed by the addition of 2-propanol until a green color is obtained and the solvents are evaporated under reduced pressure. The residue is partitioned between dichloromethane (100 mL) and water (50 mL) and the layers are separated. The organic layer is washed with...